From a dataset of the Open Reaction Database (ORD), a public repository of structured organic reaction records. describe an organic reaction: reactants, conditions, products, and yield The reactants are FC1=C(C=C(C=C1)C(=O)N1CCC2(CC1)OC=1C=CC=CC1C=1N(N=CC12)C)C ((4-fluoro-3-methylphenyl)(1-methyl-1H-spiro[chromeno[4,3-c]pyrazole-4,4′-piperidine]-1′-yl)methanone), C(C)(C)S(=O)(=O)C1=CC(=C(C=C1)C(=O)N1CCC2(CC1)OC=1C=CC=CC1C=1N(N=CC12)C)OC ((4-(Isopropylsulfonyl)-2-methoxyphenyl)(1-methyl-1H-spiro[chromeno[4,3-c]pyrazole-4,4′-piperidine]-1′-yl)methanone), FC1=CC(=C(C=C1)C(=O)N1CCC2(CC1)OC=1C=CC=CC1C=1N(N=CC12)C)C ((4-fluoro-2-methylphenyl)(1-methyl-1H-spiro[chromeno[4,3-c]pyrazole-4,4′-piperidine]-1′-yl)methanone). Product: CN1N=CC2=C1C=1C=CC=CC1OC21CCN(CC1)C(=O)C1=CC(=C(C=C1)S(=O)(=O)C)C ((1-Methyl-1H-spiro[chromeno[4,3-c]pyrazole-4,4′-piperidine]-1′-yl)(3-methyl-4-(methylsulfonyl)phenyl)methanone), (4-(Isopropylsulfonyl)-2-methylphenyl)(1-methyl-1′-1-spiro[chromeno[4,3-c]pyrazole-4,4′-piperidine]-1′-yl)methanone. RXN SMILES: [CH:1]([S:4]([C:7]1[CH:12]=[CH:11][C:10]([C:13]([N:15]2[CH2:20][CH2:19][C:18]3([C:32]4[CH:31]=[N:30][N:29]([CH3:33])[C:28]=4[C:27]4[CH:26]=[CH:25][CH:24]=[CH:23][C:22]=4[O:21]3)[CH2:17][CH2:16]2)=[O:14])=[C:9](OC)[CH:8]=1)(=[O:6])=[O:5])(C)C.F[C:37]1C=CC(C(N2CCC3(C4C=NN(C)C=4C4C=CC=CC=4O3)CC2)=O)=CC=1C.FC1C=CC(C(N2CCC3(C4C=NN(C)C=4C4C=CC=CC=4O3)CC2)=O)=C(C)C=1>>[CH3:33][N:29]1[C:28]2[C:27]3[CH:26]=[CH:25][CH:24]=[CH:23][C:22]=3[O:21][C:18]3([CH2:19][CH2:20][N:15]([C:13]([C:10]4[CH:11]=[CH:12][C:7]([S:4]([CH3:1])(=[O:5])=[O:6])=[C:8]([CH3:37])[CH:9]=4)=[O:14])[CH2:16][CH2:17]3)[C:32]=2[CH:31]=[N:30]1. Procedure details: A mixture of (2-methoxy-4-(methylthio)phenyl)(1-methyl-1H-spiro[chromeno[4,3-c]pyrazole-4,4′-piperidine]-1′-yl)methanone (320 mg, 0.74 mmol) and 30% hydrogen peroxide (250 μL) in acetic acid (3 mL) was heated at 80° C. for 45 min. The mixture was diluted with water and was extracted with ethyl acetate. The organics were washed with sat. aq. NaHCO3 and brine. The organics were dried over sodium sulfate and evaporated to dryness. The crude material was purified by column chromatography eluting wit... Reactants: CCOc1cc(C(N)=O)ccc1[N+](=O)[O-], CO, O=C[O-], [NH4+]. The product is CCOc1cc(C(N)=O)ccc1N. As a reaction SMILES: [CH2:1]([CH3:2])[O:3][c:4]1[cH:5][c:6]([C:7](=[O:8])[NH2:9])[cH:10][cH:11][c:12]1[N+:13]([O-:14])=[O:15].[CH3:20][OH:21].[CH:16]([O-:17])=[O:18].[NH4+:19]>>[CH2:1]([CH3:2])[O:3][c:4]1[cH:5][c:6]([C:7](=[O:8])[NH2:9])[cH:10][cH:11][c:12]1[NH2:13]. RXN SMILES: FC(F)(F)C(O)=O.[CH3:8][N:9]1[C:21]2[CH:20]=[CH:19][C:18]([C:22]3[S:23][CH:24]=[C:25]4[C:29]=3[NH:28][C:27](=[O:30])[N:26]4C(OC(C)(C)C)=O)=[CH:17][C:16]=2[C:15]2[C:10]1=[CH:11][CH:12]=[C:13]([C:38]1[S:39][CH:40]=[C:41]3[C:45]=1[NH:44][C:43](=[O:46])[N:42]3C(OC(C)(C)C)=O)[CH:14]=2.C(=O)([O-])[O-].[Na+].[Na+]>C(OCC)(=O)C>[CH3:8][N:9]1[C:21]2[CH:20]=[CH:19][C:18]([C:22]3[S:23][CH:24]=[C:25]4[C:29]=3[NH:28][C:27](=[O:30])[NH:26]4)=[CH:17][C:16]=2[C:15]2[C:10]1=[CH:11][CH:12]=[C:13]([C:38]1[S:39][CH:40]=[C:41]3[C:45]=1[NH:44][C:43](=[O:46])[NH:42]3)[CH:14]=2 |f:2.3.4|. Solvent: C(C)(=O)OCC (Ethyl acetate). The reactants are FC(C(=O)O)(F)F (Trifluoroacetic acid), CN1C2=CC=C(C=C2C=2C=C(C=CC12)C=1SC=C2N(C(NC21)=O)C(=O)OC(C)(C)C)C=2SC=C1N(C(NC12)=O)C(=O)OC(C)(C)C (tert-butyl 4-[9-methyl-6-(2,3-dihydro-2-oxo-1-tert-butoxycarbonyl-1H-thieno[3,4-d]imidazol-4-yl)-9H-carbazol-3-yl]-2,3-dihydro-2-oxo-1H-thieno[3,4-d]imidazole-1-carboxylate), C([O-])([O-])=O.[Na+].[Na+] (sodium carbonate). Procedure: Trifluoroacetic acid in an amount of 40 equivalents was added to the obtained tert-butyl 4-[9-methyl-6-(2,3-dihydro-2-oxo-1-tert-butoxycarbonyl-1H-thieno[3,4-d]imidazol-4-yl)-9H-carbazol-3-yl]-2,3-dihydro-2-oxo-1H-thieno[3,4-d]imidazole-1-carboxylate and a reaction was carried out at 25° C. for 3 hours. The resulting reaction liquid was dropped slowly to a saturated aqueous sodium carbonate solution to neutralize, thereby stopping the reaction. Ethyl acetate was added to the reaction liquid and ... Reaction conditions: time 3 hour. Product: CN1C2=CC=C(C=C2C=2C=C(C=CC12)C=1SC=C2NC(NC21)=O)C=2SC=C1NC(NC12)=O (4-[9-methyl-6-(2,3-dihydro-2-oxo-1H-thieno[3,4-d]imidazol-4-yl)-9H-carbazol-3-yl]-2,3-dihydro-1H-thieno[3,4-d]imidazol-2-one). The product is COc1ccc2c(=O)c(-c3ccc(C4(NC(=O)OC(C)(C)C)CCC4)cc3)c(-c3ccccc3)oc2n1. Reactants: CC(C)(C)OC(=O)NC1(c2ccc(-c3c(-c4ccccc4)oc4ccc(F)cc4c3=O)cc2)CCC1, COc1ccc2c(=O)c(I)c(-c3ccccc3)oc2n1. Reaction SMILES: [C:1]([CH3:2])([CH3:3])([CH3:4])[O:5][C:6]([NH:7][C:8]1([c:12]2[cH:13][cH:14][c:15](-[c:18]3[c:19](=[O:20])[c:21]4[c:22]([cH:23][cH:24][c:25]([F:26])[cH:27]4)[o:28][c:29]3-[c:30]3[cH:31][cH:32][cH:33][cH:34][cH:35]3)[cH:16][cH:17]2)[CH2:9][CH2:10][CH2:11]1)=[O:36].[I:37][c:38]1[c:39](=[O:56])[c:40]2[c:41]([n:42][c:43]([O:46][CH3:47])[cH:44][cH:45]2)[o:48][c:49]1-[c:50]1[cH:51][cH:52][cH:53][cH:54][cH:55]1>>[C:1]([CH3:2])([CH3:3])([CH3:4])[O:5][C:6]([NH:7][C:8]1([c:12]2[cH:13][cH:14][c:15](-[c:38]3[c:39](=[O:56])[c:40]4[c:41]([n:42][c:43]([O:46][CH3:47])[cH:44][cH:45]4)[o:48][c:49]3-[c:50]3[cH:51][cH:52][cH:53][cH:54][cH:55]3)[cH:16][cH:17]2)[CH2:9][CH2:10][CH2:11]1)=[O:36]. The reactants are [BH3-]C#N, CCO, CC(N)C(=O)N1CC(Cc2ccccc2)CC1C(=O)O, [Na+], CCOC(=O)C(=O)CCc1ccccc1. Yields the product CCOC(=O)C(CCc1ccccc1)NC(C)C(=O)N1CC(Cc2ccccc2)CC1C(=O)O. Reaction SMILES: [C:36]([BH3-:37])#[N:38].[CH3:40][CH2:41][OH:42].[NH2:1][CH:2]([CH3:3])[C:4](=[O:5])[N:6]1[CH:7]([C:8](=[O:9])[OH:10])[CH2:11][CH:12]([CH2:14][c:15]2[cH:16][cH:17][cH:18][cH:19][cH:20]2)[CH2:13]1.[Na+:39].[O:21]=[C:22]([C:23](=[O:24])[O:25][CH2:26][CH3:27])[CH2:28][CH2:29][c:30]1[cH:31][cH:32][cH:33][cH:34][cH:35]1>>[NH:1]([CH:2]([CH3:3])[C:4](=[O:5])[N:6]1[CH:7]([C:8](=[O:9])[OH:10])[CH2:11][CH:12]([CH2:14][c:15]2[cH:16][cH:17][cH:18][cH:19][cH:20]2)[CH2:13]1)[CH:22]([C:23](=[O:24])[O:25][CH2:26][CH3:27])[CH2:28][CH2:29][c:30]1[cH:31][cH:32][cH:33][cH:34][cH:35]1. Reactants: CC(C)OC(=O)N1CCC(Br)CC1, CC([O-])=S, [K+], CN(C)C=O. Yields the product CC(=O)SC1CCN(C(=O)OC(C)C)CC1. RXN SMILES: [Br:1][CH:2]1[CH2:3][CH2:4][N:5]([C:8](=[O:9])[O:10][CH:11]([CH3:12])[CH3:13])[CH2:6][CH2:7]1.[C:14]([CH3:15])(=[S:16])[O-:17].[K+:18].[O:19]=[CH:20][N:21]([CH3:22])[CH3:23]>>[CH:2]1([S:16][C:14]([CH3:15])=[O:17])[CH2:3][CH2:4][N:5]([C:8](=[O:9])[O:10][CH:11]([CH3:12])[CH3:13])[CH2:6][CH2:7]1. The product is O.[Na+].COC=1C=C2C(=C(N(C2=CC1)C1=CC(=NC2=CC=CC=C12)C1=CC=CC=C1)C)CC(=O)[O-] (5-methoxy-2-methyl-1-(2-phenylquinol-4-yl)indol-3-ylacetic acid sodium salt monohydrate). The solvent is C(C)O (ethanol). Procedure: Ethyl 5-methoxy-2-methyl-1-(2-phenylquinol-4-yl)indol-3-ylacetate (2.1g.) in ethanol (20ml.) and 2N-sodium hydroxide solution (20ml.) was refluxed for 0.25 hour. Most of the ethanol was removed in vacuo and the residue was diluted with water (50ml.). The resulting mixture was filtered, and the residue was washed with water and dried at 60° C. to give 5-methoxy-2-methyl-1-(2-phenylquinol-4-yl)indol-3-ylacetic acid sodium salt monohydrate, m.p. 179°-180° C. RXN SMILES: [CH3:1][O:2][C:3]1[CH:4]=[C:5]2[C:9](=[CH:10][CH:11]=1)[N:8]([C:12]1[C:21]3[C:16](=[CH:17][CH:18]=[CH:19][CH:20]=3)[N:15]=[C:14]([C:22]3[CH:27]=[CH:26][CH:25]=[CH:24][CH:23]=3)[CH:13]=1)[C:7]([CH3:28])=[C:6]2[CH2:29][C:30]([O:32]CC)=[O:31].[OH-].[Na+:36]>C(O)C>[OH2:2].[Na+:36].[CH3:1][O:2][C:3]1[CH:4]=[C:5]2[C:9](=[CH:10][CH:11]=1)[N:8]([C:12]1[C:21]3[C:16](=[CH:17][CH:18]=[CH:19][CH:20]=3)[N:15]=[C:14]([C:22]3[CH:23]=[CH:24][CH:25]=[CH:26][CH:27]=3)[CH:13]=1)[C:7]([CH3:28])=[C:6]2[CH2:29][C:30]([O-:32])=[O:31] |f:1.2,4.5.6|. Reactants: COC=1C=C2C(=C(N(C2=CC1)C1=CC(=NC2=CC=CC=C12)C1=CC=CC=C1)C)CC(=O)OCC (Ethyl 5-methoxy-2-methyl-1-(2-phenylquinol-4-yl)indol-3-ylacetate), [OH-].[Na+] (sodium hydroxide). Reactants: CCOC(=O)CC(=O)OCC, FC(F)(F)C(F)(F)CCCI, [H-], [Na+], C1CCOC1. Reaction SMILES: [C:3]([CH2:4][C:5](=[O:6])[O:7][CH2:8][CH3:9])(=[O:10])[O:11][CH2:12][CH3:13].[F:14][C:15]([C:16]([CH2:17][CH2:18][CH2:19][I:20])([F:21])[F:22])([F:23])[F:24].[H-:1].[Na+:2].[O:25]1[CH2:26][CH2:27][CH2:28][CH2:29]1>>[C:3]([CH:4]([C:5](=[O:6])[O:7][CH2:8][CH3:9])[CH2:19][CH2:18][CH2:17][C:16]([C:15]([F:14])([F:23])[F:24])([F:21])[F:22])(=[O:10])[O:11][CH2:12][CH3:13]. The product is CCOC(=O)C(CCCC(F)(F)C(F)(F)F)C(=O)OCC.